From a dataset of the Open Reaction Database (ORD), a public repository of structured organic reaction records. describe an organic reaction: reactants, conditions, products, and yield The reactants are Nc1cc(Cl)nc(N)n1, Clc1ccccc1, O=C(c1ccco1)N1CCNCC1. Product: Cl, Nc1cc(N2CCN(C(=O)c3ccco3)CC2)nc(N)n1. Reaction SMILES: [Cl:1][c:2]1[cH:3][c:4]([NH2:9])[n:5][c:6]([NH2:8])[n:7]1.[Cl:23][c:24]1[cH:25][cH:26][cH:27][cH:28][cH:29]1.[o:10]1[c:11]([C:15](=[O:16])[N:17]2[CH2:18][CH2:19][NH:20][CH2:21][CH2:22]2)[cH:12][cH:13][cH:14]1>>[ClH:1].[c:2]1([N:20]2[CH2:19][CH2:18][N:17]([C:15]([c:11]3[o:10][cH:14][cH:13][cH:12]3)=[O:16])[CH2:22][CH2:21]2)[cH:3][c:4]([NH2:9])[n:5][c:6]([NH2:8])[n:7]1.